This data is from the Open Reaction Database (ORD), a public repository of structured organic reaction records. The task is: describe an organic reaction: reactants, conditions, products, and yield Procedure: Ethyl 7-(4-propoxyethoxyphenyl)-2,3-dihydro-1-benzothiepine-4-carboxylate (45 g, 109.1 mmol) was suspended in 405 ml of acetic acid and was heated to 60° C. to dissolve. A solution of 30% hydrogen peroxide (25.35 g, 223.6 mmol) in 45 ml of acetic acid was dropped slowly at 60-70° C. After the dropping, the mixture was stirred at 65-70° C. for 3 hours. At that temperature, 40 ml of an aqueous sodium sulfite solution was dropped and disappearance of the peroxide was checked with iodo-starch paper.... Run in C(C)(=O)O (acetic acid), C(C)(=O)O (acetic acid). Run at temperature 60 celsius, time 3 hour. Starting materials: O (water), C(CC)OCCOC1=CC=C(C=C1)C=1C=CC2=C(C=C(CCS2)C(=O)OCC)C1 (Ethyl 7-(4-propoxyethoxyphenyl)-2,3-dihydro-1-benzothiepine-4-carboxylate), peroxide, iodo-starch, S(=O)([O-])[O-].[Na+].[Na+] (sodium sulfite), OO (hydrogen peroxide). As a reaction SMILES: [CH2:1]([O:4][CH2:5][CH2:6][O:7][C:8]1[CH:13]=[CH:12][C:11]([C:14]2[CH:15]=[CH:16][C:17]3S[CH2:22][CH2:21][C:20]([C:24]([O:26][CH2:27][CH3:28])=[O:25])=[CH:19][C:18]=3[CH:29]=2)=[CH:10][CH:9]=1)[CH2:2][CH3:3].OO.[S:32]([O-:35])([O-])=[O:33].[Na+].[Na+].O>C(O)(=O)C>[CH2:1]([O:4][CH2:5][CH2:6][O:7][C:8]1[CH:9]=[CH:10][C:11]([C:14]2[CH:15]=[CH:16][C:17]3[S:32](=[O:35])(=[O:33])[CH2:22][CH2:21][C:20]([C:24]([O:26][CH2:27][CH3:28])=[O:25])=[CH:19][C:18]=3[CH:29]=2)=[CH:12][CH:13]=1)[CH2:2][CH3:3] |f:2.3.4|. Yields the product C(CC)OCCOC1=CC=C(C=C1)C=1C=CC2=C(C=C(CCS2(=O)=O)C(=O)OCC)C1 (ethyl 7-(4-propoxyethoxyphenyl)-1,1-dioxo-2,3-dihydro-1-benzothiepine-4-carboxylate). The yield is 94.6%. Reported procedure: To a solution of sodium methoxide (5.57 g, 103 mmol) in 250 ml of methanol at 0° C., mercaptoacetone (5.11 g, 57 mmol) was added portion-wise, and after 15 min., 7-bromo-4-chloro-2H-chromene-3-carbaldehyde (1a) (14 g, 52 mmol) was added to it portion-wise with stirring. After the addition, the ice bath was removed and the product gradually started precipitating out as a yellow solid. Stirring was continued for another 3 h, after which water was added to quench the reaction and the methanol was r... Reaction conditions: time 15 minute. RXN SMILES: C[O-].[Na+].[SH:4][CH2:5][C:6](=[O:8])[CH3:7].[Br:9][C:10]1[CH:19]=[C:18]2[C:13]([C:14](Cl)=[C:15]([CH:20]=O)[CH2:16][O:17]2)=[CH:12][CH:11]=1>CO>[Br:9][C:10]1[CH:11]=[CH:12][C:13]2[C:14]3[S:4][C:5]([C:6](=[O:8])[CH3:7])=[CH:20][C:15]=3[CH2:16][O:17][C:18]=2[CH:19]=1 |f:0.1|. Product: BrC=1C=CC=2C3=C(COC2C1)C=C(S3)C(C)=O (1-(7-bromo-4H-thieno[3,2-c]chromen-2-yl)ethanone). Starting materials: C[O-].[Na+] (sodium methoxide), SCC(C)=O (mercaptoacetone), BrC1=CC=C2C(=C(COC2=C1)C=O)Cl (7-bromo-4-chloro-2H-chromene-3-carbaldehyde). Run in CO (methanol). The reactants are [N+](=O)([O-])C1=CC=C(C=C1)S (4-nitrothiophenol), [Na] (Sodium), ClCC(=O)OCC (ethyl chloroacetate). Run in C(C)O (ethanol). Product: [N+](=O)([O-])C1=CC=C(C=C1)SCC(=O)OCC (Ethyl 2-(4-nitrophenylthio)acetate). Yield: 78.0%. Reaction SMILES: [Na].[N+:2]([C:5]1[CH:10]=[CH:9][C:8]([SH:11])=[CH:7][CH:6]=1)([O-:4])=[O:3].Cl[CH2:13][C:14]([O:16][CH2:17][CH3:18])=[O:15]>C(O)C>[N+:2]([C:5]1[CH:10]=[CH:9][C:8]([S:11][CH2:13][C:14]([O:16][CH2:17][CH3:18])=[O:15])=[CH:7][CH:6]=1)([O-:4])=[O:3] |^1:0|. Reported procedure: Sodium metal (3.6 g, 0.16 m) was dissolved in ethanol (250 ml) and 4-nitrothiophenol (25 g, 0.13 m) was added to it. To the above mixture was added ethyl chloroacetate (16.0 g). After refluxing for 1 hr, the suspension was filtered. The filtrate was concentrated (50 ml) and allowed to cool, precipitation occurred. The product was collected and dried under vacuum to afford yellow crystals 78% yield, mp. 43°-45° C. It was characterised by spectroscopic analysis. Reactants: O=C1CCC([N+](=O)[O-])C(c2cccc(Br)c2)N1, CC(C)(C)[O-], CO, ClCCl, [K+], O=[O+][O-]. The product is O=C1CCC(=O)C(c2cccc(Br)c2)N1. RXN SMILES: [Br:7][c:8]1[cH:9][c:10]([CH:14]2[CH:15]([N+:21]([O-:22])=[O:23])[CH2:16][CH2:17][C:18](=[O:20])[NH:19]2)[cH:11][cH:12][cH:13]1.[CH3:1][C:2]([CH3:3])([O-:4])[CH3:5].[CH3:30][OH:31].[Cl:27][CH2:28][Cl:29].[K+:6].[O-:24][O+:25]=[O:26]>>[O:4]=[C:15]1[CH:14]([c:10]2[cH:9][c:8]([Br:7])[cH:13][cH:12][cH:11]2)[NH:19][C:18](=[O:20])[CH2:17][CH2:16]1.